From a dataset of the Open Reaction Database (ORD), a public repository of structured organic reaction records. describe an organic reaction: reactants, conditions, products, and yield The reactants are CSC1=NC(=O)C(=Cc2ccc3c(cnn3Cc3ccc(S(C)(=O)=O)cc3C(F)(F)F)c2)S1, CN1CCNCC1. Product: CN1CCN(C2=NC(=O)C(=Cc3ccc4c(cnn4Cc4ccc(S(C)(=O)=O)cc4C(F)(F)F)c3)S2)CC1. As a reaction SMILES: [CH3:1][S:2](=[O:3])(=[O:4])[c:5]1[cH:6][c:7]([C:30]([F:31])([F:32])[F:33])[c:8]([CH2:9][n:10]2[n:11][cH:12][c:13]3[cH:14][c:15]([CH:19]=[C:20]4[C:21](=[O:27])[N:22]=[C:23]([S:25][CH3:26])[S:24]4)[cH:16][cH:17][c:18]23)[cH:28][cH:29]1.[CH3:34][N:35]1[CH2:36][CH2:37][NH:38][CH2:39][CH2:40]1>>[CH3:1][S:2](=[O:3])(=[O:4])[c:5]1[cH:6][c:7]([C:30]([F:31])([F:32])[F:33])[c:8]([CH2:9][n:10]2[n:11][cH:12][c:13]3[cH:14][c:15]([CH:19]=[C:20]4[C:21](=[O:27])[N:22]=[C:23]([N:38]5[CH2:37][CH2:36][N:35]([CH3:34])[CH2:40][CH2:39]5)[S:24]4)[cH:16][cH:17][c:18]23)[cH:28][cH:29]1. Reactants: O=C1C=CC(=O)N1, Oc1ccc2c(c1)C=C2, CS(=O)(=O)Cl, c1ccncc1. The product is CS(=O)(=O)Oc1ccc2c(c1)C=C2. Reaction SMILES: [O:15]=[C:16]1[CH:17]=[CH:18][C:19](=[O:20])[NH:21]1.[OH:1][c:2]1[cH:3][c:4]2[c:5]([cH:8][cH:9]1)[CH:6]=[CH:7]2.[S:10](=[O:11])(=[O:12])([CH3:13])[Cl:14].[cH:22]1[cH:23][cH:24][n:25][cH:26][cH:27]1>>[O:1]([c:2]1[cH:3][c:4]2[c:5]([cH:8][cH:9]1)[CH:6]=[CH:7]2)[S:10](=[O:11])(=[O:12])[CH3:13]. Starting materials: C(C)N1C(=O)N(C=2N=C(N(C2C1=O)C)\C=C\C1=CC=C(C=C1)O)CC ((E)-1,3-Diethyl-8-(4-hydroxystyryl)-7-methylxanthine), O (Water), C([O-])([O-])=O.[K+].[K+] (potassium carbonate), BrCCCCBr (1,4-dibromobutane), C([O-])([O-])=O.[K+].[K+] (potassium carbonate). The solvent is CN(C=O)C (dimethylformamide). Run at temperature 50 celsius, time 4 hour. The product is BrCCCCOC1=CC=C(/C=C/C2=NC=3N(C(N(C(C3N2C)=O)CC)=O)CC)C=C1 ((E)-8- [4-(4 -Bromobutoxy)styryl ]-1,3-diethyl-7-methylxanthine). Isolated yield 60.6%. Reaction SMILES: [CH2:1]([N:3]1[C:12](=[O:13])[C:11]2[N:10]([CH3:14])[C:9](/[CH:15]=[CH:16]/[C:17]3[CH:22]=[CH:21][C:20]([OH:23])=[CH:19][CH:18]=3)=[N:8][C:7]=2[N:6]([CH2:24][CH3:25])[C:4]1=[O:5])[CH3:2].C(=O)([O-])[O-].[K+].[K+].[Br:32][CH2:33][CH2:34][CH2:35][CH2:36]Br.O>CN(C)C=O>[Br:32][CH2:33][CH2:34][CH2:35][CH2:36][O:23][C:20]1[CH:19]=[CH:18][C:17](/[CH:16]=[CH:15]/[C:9]2[N:10]([CH3:14])[C:11]3[C:12](=[O:13])[N:3]([CH2:1][CH3:2])[C:4](=[O:5])[N:6]([CH2:24][CH3:25])[C:7]=3[N:8]=2)=[CH:22][CH:21]=1 |f:1.2.3|. Procedure details: Compound 175 (200 mg, 0.59 mmol) obtained in Reference Example 114 was dissolved in 4 ml of dimethylformamide. To the solution were added 163 mg (1.18 mmol) of potassium carbonate and 0.56 ml (1.18 mmol) of 1,4-dibromobutane, and the mixture was stirred at 50° C. for 4 hours. Water was added thereto under ice cooling to dissolve potassium carbonate and the deposited crystals were collected by filtration. The obtained crude crystals were recrystallized from hexane/ethyl acetate to give 170 mg (yi...